This data is from the Open Reaction Database (ORD), a public repository of structured organic reaction records. The task is: describe an organic reaction: reactants, conditions, products, and yield The reactants are Cc1cc(Nc2cc(N3CCC(NC(=O)OC(C)(C)C)CC3)nc(N3CCCC3c3cc(-c4ccccn4)no3)n2)n[nH]1, ClCCl, O=C(O)C(F)(F)F. The product is Cc1cc(Nc2cc(N3CCC(N)CC3)nc(N3CCCC3c3cc(-c4ccccn4)no3)n2)n[nH]1. As a reaction SMILES: [C:1]([O:2][C:3](=[O:4])[NH:8][CH:9]1[CH2:10][CH2:11][N:12]([c:15]2[cH:16][c:17]([NH:37][c:38]3[n:39][nH:40][c:41]([CH3:43])[cH:42]3)[n:18][c:19]([N:21]3[CH:22]([c:26]4[cH:27][c:28](-[c:31]5[n:32][cH:33][cH:34][cH:35][cH:36]5)[n:29][o:30]4)[CH2:23][CH2:24][CH2:25]3)[n:20]2)[CH2:13][CH2:14]1)([CH3:5])([CH3:6])[CH3:7].[Cl:51][CH2:52][Cl:53].[OH:44][C:45]([C:46]([F:47])([F:48])[F:49])=[O:50]>>[NH2:8][CH:9]1[CH2:10][CH2:11][N:12]([c:15]2[cH:16][c:17]([NH:37][c:38]3[n:39][nH:40][c:41]([CH3:43])[cH:42]3)[n:18][c:19]([N:21]3[CH:22]([c:26]4[cH:27][c:28](-[c:31]5[n:32][cH:33][cH:34][cH:35][cH:36]5)[n:29][o:30]4)[CH2:23][CH2:24][CH2:25]3)[n:20]2)[CH2:13][CH2:14]1. The reactants are O=C([O-])[O-], CS(C)=O, [K+], [K+], Nc1nc(N)c2c(CCl)coc2n1, Sc1ccc2ccccc2c1. The product is Nc1nc(N)c2c(CSc3ccc4ccccc4c3)coc2n1. RXN SMILES: [C:25](=[O:26])([O-:27])[O-:28].[CH3:31][S:32]([CH3:33])=[O:34].[K+:29].[K+:30].[NH2:12][c:13]1[n:14][c:15]([NH2:24])[c:16]2[c:17]([n:18]1)[o:19][cH:20][c:21]2[CH2:22][Cl:23].[cH:1]1[c:2]([SH:11])[cH:3][cH:4][c:5]2[cH:6][cH:7][cH:8][cH:9][c:10]12>>[cH:1]1[c:2]([S:11][CH2:22][c:21]2[c:16]3[c:15]([NH2:24])[n:14][c:13]([NH2:12])[n:18][c:17]3[o:19][cH:20]2)[cH:3][cH:4][c:5]2[cH:6][cH:7][cH:8][cH:9][c:10]12. Starting materials: Fc1cncc(Br)c1, C1CCOC1, [Li]CCCC, CC(C)NC(C)C, O=C1COC1. The product is OC1(c2c(F)cncc2Br)COC1. As a reaction SMILES: [Br:13][c:14]1[cH:15][n:16][cH:17][c:18]([F:20])[cH:19]1.[CH2:26]1[O:27][CH2:28][CH2:29][CH2:30]1.[CH3:1][CH2:2][CH2:3][CH2:4][Li:5].[CH:6]([NH:7][CH:8]([CH3:9])[CH3:10])([CH3:11])[CH3:12].[O:21]1[CH2:22][C:23](=[O:25])[CH2:24]1>>[Br:13][c:14]1[cH:15][n:16][cH:17][c:18]([F:20])[c:19]1[C:23]1([OH:25])[CH2:22][O:21][CH2:24]1. The reactants are N1C=NC=C1 (imidazole), ClC=1N=C(C2=C(N1)SC(=C2)C)NCC2=CC1=C(C=C2)OCCO1 (2-chloro-6-methyl-4-(3,4-ethylendioxybenzylamino)-thieno-[2,3-d]-pyrimidine). The product is N1(C=NC=C1)C=1N=C(C2=C(N1)SC(=C2)C)NCC2=CC1=C(C=C2)OCCO1 (2-(imidazol-1-yl)-6-methyl-4-(3,4-ethylendioxybenzylamino)-thieno-[2,3-d]-pyrimidine). Reaction SMILES: [NH:1]1[CH:5]=[CH:4][N:3]=[CH:2]1.Cl[C:7]1[N:8]=[C:9]([NH:17][CH2:18][C:19]2[CH:24]=[CH:23][C:22]3[O:25][CH2:26][CH2:27][O:28][C:21]=3[CH:20]=2)[C:10]2[CH:15]=[C:14]([CH3:16])[S:13][C:11]=2[N:12]=1>>[N:1]1([C:7]2[N:8]=[C:9]([NH:17][CH2:18][C:19]3[CH:24]=[CH:23][C:22]4[O:25][CH2:26][CH2:27][O:28][C:21]=4[CH:20]=3)[C:10]3[CH:15]=[C:14]([CH3:16])[S:13][C:11]=3[N:12]=2)[CH:5]=[CH:4][N:3]=[CH:2]1. Reported procedure: Following the procedure of Example 97, the reaction of imidazole with 2-chloro-6-methyl-4-(3,4-ethylendioxybenzylamino)-thieno-[2,3-d]-pyrimidine gives 2-(imidazol-1-yl)-6-methyl-4-(3,4-ethylendioxybenzylamino)-thieno-[2,3-d]-pyrimidine. The reactants are C(C)(=O)OC1CCN(CC1)C=1C=C2CCC(NC2=CC1)=O (6-(4-acetoxypiperidino)-3,4-dihydrocarbostyril), BrN1C(CCC1=O)=O (N-bromosuccinimide), S(=S)(=O)([O-])[O-].[Na+].[Na+] (sodium thiosulfate). Run in C(Cl)(Cl)Cl (chloroform). Run at time 1 hour. Product: C(C)(=O)OC1CCN(CC1)C=1C=C2CCC(NC2=CC1Br)=O (6-(4-acetoxypiperidino)-7-bromo-3,4-dihydrocarbostyril), C(C)(=O)OC1CCN(CC1)C=1C(=C2CCC(NC2=CC1)=O)Br (6-(4-acetoxypiperidino)-5-bromo-3,4-dihydrocarbostyril). Reaction SMILES: [C:1]([O:4][CH:5]1[CH2:10][CH2:9][N:8]([C:11]2[CH:12]=[C:13]3[C:18](=[CH:19][CH:20]=2)[NH:17][C:16](=[O:21])[CH2:15][CH2:14]3)[CH2:7][CH2:6]1)(=[O:3])[CH3:2].[Br:22]N1C(=O)CCC1=O.S([O-])([O-])(=O)=S.[Na+].[Na+]>C(Cl)(Cl)Cl>[C:1]([O:4][CH:5]1[CH2:6][CH2:7][N:8]([C:11]2[CH:12]=[C:13]3[C:18](=[CH:19][C:20]=2[Br:22])[NH:17][C:16](=[O:21])[CH2:15][CH2:14]3)[CH2:9][CH2:10]1)(=[O:3])[CH3:2].[C:1]([O:4][CH:5]1[CH2:6][CH2:7][N:8]([C:11]2[C:12]([Br:22])=[C:13]3[C:18](=[CH:19][CH:20]=2)[NH:17][C:16](=[O:21])[CH2:15][CH2:14]3)[CH2:9][CH2:10]1)(=[O:3])[CH3:2] |f:2.3.4|. Reported procedure: To a solution of 300 mg of 6-(4-acetoxypiperidino)-3,4-dihydrocarbostyril in 7 ml of chloroform was added 370 mg of N-bromosuccinimide, and the mixture was stirred at room temperature for 1 hr. Then, an aqueous sodium thiosulfate was added to the reaction mixture, and the mixture was extracted with chloroform. The extract was washed with brine, dried and evaporated under a reduced pressure. The crude mixture was purified by a silica gel column chromatography to give 87 mg of 6-(4-acetoxypiperidi... The reactants are C(C)(C)(C)OC(=O)NCCC(=O)N(NC([C@H](CC(C)C)[C@H](C\C=C\C1=CC=CC=C1)C(NOC1OCCCC1)=O)=O)CC(C)C ((E)-2′-(N-tert.-butoxycarbonyl-β-alanyl)-2(R)-[1(S)-[(tetrahydro-2(RS)-pyranyloxy)-carbamoyl]-4-phenyl-3-butenyl]-2′-isobutyl-4-methylvalerohydrazide), Cl (hydrogen chloride). Run in O1CCOCC1 (dioxan), C(C)OCC (diethyl ether). Product: Cl.NCCC(=O)N(NC([C@H](CC(C)C)[C@H](C\C=C\C1=CC=CC=C1)C(NO)=O)=O)CC(C)C ((E)-2′-(β-alanyl)-2(R)-[1(S)-(hydroxycarbamoyl)-4-phenyl-3-butenyl]-2′-isobutyl-4-methylvalerohydrazide hydrochloride). RXN SMILES: C(OC([NH:8][CH2:9][CH2:10][C:11]([N:13]([CH2:42][CH:43]([CH3:45])[CH3:44])[NH:14][C:15](=[O:41])[C@@H:16]([C@@H:21]([C:31](=[O:40])[NH:32][O:33]C1CCCCO1)[CH2:22]/[CH:23]=[CH:24]/[C:25]1[CH:30]=[CH:29][CH:28]=[CH:27][CH:26]=1)[CH2:17][CH:18]([CH3:20])[CH3:19])=[O:12])=O)(C)(C)C.[ClH:46]>O1CCOCC1.C(OCC)C>[ClH:46].[NH2:8][CH2:9][CH2:10][C:11]([N:13]([CH2:42][CH:43]([CH3:45])[CH3:44])[NH:14][C:15](=[O:41])[C@@H:16]([C@@H:21]([C:31](=[O:40])[NH:32][OH:33])[CH2:22]/[CH:23]=[CH:24]/[C:25]1[CH:26]=[CH:27][CH:28]=[CH:29][CH:30]=1)[CH2:17][CH:18]([CH3:20])[CH3:19])=[O:12] |f:4.5|. Procedure details: A solution of 0.47 g of (E)-2′-(N-tert.-butoxycarbonyl-β-alanyl)-2(R)-[1(S)-[(tetrahydro-2(RS)-pyranyloxy)-carbamoyl]-4-phenyl-3-butenyl]-2′-isobutyl-4-methylvalerohydrazide in 5 ml of 4M hydrogen chloride in dioxan was stirred for 2 hours at room temperature and diluted with diethyl ether. The solid was filtered off, washed with diethyl ether and dried to give 0.29 g of (E)-2′-(β-alanyl)-2(R)-[1(S)-(hydroxycarbamoyl)-4-phenyl-3-butenyl]-2′-isobutyl-4-methylvalerohydrazide hydrochloride in the f... The reactants are CCc1oc(-c2ccc(C(F)(F)F)cc2)cc1C=O, CCOC(=O)CP(=O)(OCC)OCC, Cc1ccccc1, [H-], [Na+], O. The product is CCOC(=O)C=Cc1cc(-c2ccc(C(F)(F)F)cc2)oc1CC. RXN SMILES: [CH2:17]([CH3:18])[c:19]1[o:20][c:21](-[c:26]2[cH:27][cH:28][c:29]([C:32]([F:33])([F:34])[F:35])[cH:30][cH:31]2)[cH:22][c:23]1[CH:24]=[O:25].[CH2:1]([O:2][P:3]([O:4][CH2:5][CH3:6])(=[O:7])[CH2:9][C:10](=[O:11])[O:12][CH2:13][CH3:14])[CH3:8].[CH3:37][c:38]1[cH:39][cH:40][cH:41][cH:42][cH:43]1.[H-:15].[Na+:16].[OH2:36]>>[CH:9]([C:10](=[O:11])[O:12][CH2:13][CH3:14])=[CH:24][c:23]1[c:19]([CH2:17][CH3:18])[o:20][c:21](-[c:26]2[cH:27][cH:28][c:29]([C:32]([F:33])([F:34])[F:35])[cH:30][cH:31]2)[cH:22]1.